Dataset: the Open Reaction Database (ORD), a public repository of structured organic reaction records. Task: describe an organic reaction: reactants, conditions, products, and yield Starting materials: C1(CCCC1)C(=O)NC1=NC=C(C=N1)[N+](=O)[O-] (2-(N-cyclopentanoyl)amino-5-nitropyrimidine). The reagents and catalysts are [Pt]=O (Platinum oxide). Run in C(C)O (ethanol). Run at time 1 hour. Product: C1(CCCC1)C(=O)NC1=NC=C(C=N1)N (2-(N-cyclopentanoyl)amino-5-aminopyrimidine). Isolated yield 73.2%. Reaction SMILES: [CH:1]1([C:6]([NH:8][C:9]2[N:14]=[CH:13][C:12]([N+:15]([O-])=O)=[CH:11][N:10]=2)=[O:7])[CH2:5][CH2:4][CH2:3][CH2:2]1>C(O)C.[Pt]=O>[CH:1]1([C:6]([NH:8][C:9]2[N:14]=[CH:13][C:12]([NH2:15])=[CH:11][N:10]=2)=[O:7])[CH2:2][CH2:3][CH2:4][CH2:5]1. Procedure: Platinum oxide (50 mg, 0.22 mmol) was added to a solution 2-(N-cyclopentanoyl)amino-5-nitropyrimidine (808 mg, 3.42 mmol) in ethanol (100 ml) at ambient temperature and the reaction stirred for 1 hour under an atmosphere of hydrogen. The reaction was filtered through a pad of celite and the solvents were evaporated in vacuo. Trituration with diethylether and drying yielded 2-(N-cyclopentanoyl)amino-5-aminopyrimidine (516 mg, 73% yield) as brown solid: The reactants are C=CC1=CC=CC=C1 (styrene), C(CCCCCCCCCCCCCCCCC)(=O)[O-].[Na+] (sodium stearate), C(=C)C1=C(C=CC=C1)C=C (divinyl benzene), C(C=C)(=O)OCCCC (butyl acrylate), C(C=C)#N (acrylonitrile), C(CCCCCCCCCCC)S (n-dodecylmercaptan), K2S2O8. Solvent: O (water). Product: C=CC1=CC=CC=C1.C(C=C)(=O)OCCCC.C(C=C)#N.C(=C)C1=C(C=CC=C1)C=C (styrene butyl acrylate acrylonitrile divinyl benzene). Reaction SMILES: [CH2:1]=[CH:2][C:3]1[CH:8]=[CH:7][CH:6]=[CH:5][CH:4]=1.[C:9]([O:13][CH2:14][CH2:15][CH2:16][CH3:17])(=[O:12])[CH:10]=[CH2:11].[C:18](#[N:21])[CH:19]=[CH2:20].C([O-])(=O)CCCCCCC[CH2:30][CH2:31][CH2:32][CH2:33][CH2:34][CH2:35][CH2:36][CH2:37][CH2:38][CH3:39].[Na+].C(C1C=CC=CC=1C=C)=C.C(S)CCCCCCCCCCC>O>[CH2:1]=[CH:2][C:3]1[CH:8]=[CH:7][CH:6]=[CH:5][CH:4]=1.[C:9]([O:13][CH2:14][CH2:15][CH2:16][CH3:17])(=[O:12])[CH:10]=[CH2:11].[C:18](#[N:21])[CH:19]=[CH2:20].[CH:38]([C:37]1[CH:36]=[CH:35][CH:34]=[CH:33][C:32]=1[CH:31]=[CH2:30])=[CH2:39] |f:3.4,8.9.10.11|. Procedure details: 60 g styrene, 35 g butyl acrylate, 5 g acrylonitrile, 5 g sodium stearate, 0.7 g divinyl benzene, and 180 g water deionized by ion exchange resins are mixed and placed in a polymerization vessel, and to the resulting mixture and added 5 g n-dodecylmercaptan and 0.3 g K2S2O8 followed by emulsion polymerization at 50° C. for 15 hours to give a styrene-butyl acrylate-acrylonitrile-divinyl benzene copolymer. Starting materials: CCOC(=O)C=Cc1cc(C(C)=O)ccc1OC, CO, Cl, [Na+], [OH-]. Product: COc1ccc(C(C)=O)cc1C=CC(=O)O. Reaction SMILES: [C:1]([CH3:2])(=[O:3])[c:4]1[cH:5][cH:6][c:7]([O:17][CH3:18])[c:8]([CH:10]=[CH:11][C:12](=[O:13])[O:14][CH2:15][CH3:16])[cH:9]1.[CH3:22][OH:23].[ClH:21].[Na+:20].[OH-:19]>>[C:1]([CH3:2])(=[O:3])[c:4]1[cH:5][cH:6][c:7]([O:17][CH3:18])[c:8]([CH:10]=[CH:11][C:12](=[O:13])[OH:14])[cH:9]1. Reactants: [Br-], C1CCOC1, COC1=CC(=O)CN(C)C1, CO, COc1ccc([Mg+])cc1OC, Cl. Product: COc1ccc(C2=CC(=O)CN(C)C2)cc1OC, Cl. As a reaction SMILES: [Br-:1].[CH2:26]1[O:27][CH2:28][CH2:29][CH2:30]1.[CH3:13][O:14][C:15]1=[CH:16][C:17](=[O:22])[CH2:18][N:19]([CH3:21])[CH2:20]1.[CH3:23][OH:24].[CH3:2][O:3][c:4]1[cH:5][c:6]([Mg+:12])[cH:7][cH:8][c:9]1[O:10][CH3:11].[ClH:25]>>[CH3:2][O:3][c:4]1[cH:5][c:6]([C:15]2=[CH:16][C:17](=[O:22])[CH2:18][N:19]([CH3:21])[CH2:20]2)[cH:7][cH:8][c:9]1[O:10][CH3:11].[ClH:25]. The solvent is C(C)#N (acetonitrile). The yield is 56.0%. Procedure details: In a 25 mL round-bottomed flask 6-(1,1-Dioxo-1lambda*6*-thiomorpholin-4-yl)-1-triisopropylsilanyl-1H-pyrrolo[2,3-b]pyridine (322 mg, 790 μmol, Eq: 1.00) was combined with DMF (11.9 ml) to give a colorless solution. The reaction mixture was cooled to −20° C. and stirred for 5 min. Chlorosulfonyl isocyanate (335 mg, 206 μl, 2.37 mmol, Eq: 3) in acetonitrile (11.9 ml) was added dropwise and the resultant cooled reaction was stirred at −20° C. and stirred for 3 hrs The reaction mixture was poured in... Reaction SMILES: [O:1]=[S:2]1(=[O:27])[CH2:7][CH2:6][N:5]([C:8]2[N:13]=[C:12]3[N:14]([Si](C(C)C)(C(C)C)C(C)C)[CH:15]=[CH:16][C:11]3=[CH:10][CH:9]=2)[CH2:4][CH2:3]1.[CH3:28][N:29](C=O)C.ClS(N=C=O)(=O)=O.CCOC(C)=O>C(#N)C>[O:27]=[S:2]1(=[O:1])[CH2:3][CH2:4][N:5]([C:8]2[N:13]=[C:12]3[NH:14][CH:15]=[C:16]([C:28]#[N:29])[C:11]3=[CH:10][CH:9]=2)[CH2:6][CH2:7]1. Yields the product O=S1(CCN(CC1)C1=CC=C2C(=N1)NC=C2C#N)=O (6-(1,1-dioxo-1lambda*6*-thiomorpholin-4-yl)-1H-pyrrolo[2,3-b]pyridine-3-carbonitrile). Reactants: CCOC(=O)C (EtOAc), O=S1(CCN(CC1)C1=CC=C2C(=N1)N(C=C2)[Si](C(C)C)(C(C)C)C(C)C)=O (6-(1,1-Dioxo-1lambda*6*-thiomorpholin-4-yl)-1-triisopropylsilanyl-1H-pyrrolo[2,3-b]pyridine), CN(C)C=O (DMF), ClS(=O)(=O)N=C=O (Chlorosulfonyl isocyanate). Reaction conditions: temperature -20 celsius, time 5 minute. The reactants are CC1=NC=CC(=C1)C(CC(C1=C(C=CC=C1)C)C1=CC=C(C=C1)C=CC(=O)O)=O (3-{4-[3-(2-methyl-pyridin-4-yl)-3-oxo-1-o-tolyl-propyl]-phenyl}-acrylic acid), Cl.NO (hydroxylamine hydrochloride), C(=O)(O)[O-].[Na+] (NaHCO3). The product is ON=C(CC(C1=C(C=CC=C1)C)C1=CC=C(C=C1)C=CC(=O)O)C1=CC(=NC=C1)C (3-{4-[3-[Hydroxyimino]-3-(2-methyl-pyridin-4-yl)-1-o-tolyl-propyl]-phenyl}-acrylic acid). Reaction SMILES: [CH3:1][C:2]1[CH:7]=[C:6]([C:8](=O)[CH2:9][CH:10]([C:18]2[CH:23]=[CH:22][C:21]([CH:24]=[CH:25][C:26]([OH:28])=[O:27])=[CH:20][CH:19]=2)[C:11]2[CH:16]=[CH:15][CH:14]=[CH:13][C:12]=2[CH3:17])[CH:5]=[CH:4][N:3]=1.Cl.[NH2:31][OH:32].C([O-])(O)=O.[Na+]>>[OH:32][N:31]=[C:8]([C:6]1[CH:5]=[CH:4][N:3]=[C:2]([CH3:1])[CH:7]=1)[CH2:9][CH:10]([C:18]1[CH:23]=[CH:22][C:21]([CH:24]=[CH:25][C:26]([OH:28])=[O:27])=[CH:20][CH:19]=1)[C:11]1[CH:16]=[CH:15][CH:14]=[CH:13][C:12]=1[CH3:17] |f:1.2,3.4|. Procedure details: In analogy to example 74, step 7, from 3-{4-[3-(2-methyl-pyridin-4-yl)-3-oxo-1-o-tolyl-propyl]-phenyl}-acrylic acid and hydroxylamine hydrochloride in the presence of NaHCO3 was prepared the title compound as a mixture of Z to E isomers (1.7:1) as a colorless oil, MS (ESI+): m/z=401.1859 ([M+H]+). The reactants are CC(=O)OC(C)=O, Cl, O, Oc1c(Br)cccc1Br, O=S(=O)(O)O. The product is CC(=O)c1cc(Br)c(O)c(Br)c1. As a reaction SMILES: [CH3:17][C:18](=[O:19])[O:20][C:21](=[O:22])[CH3:23].[ClH:16].[OH2:15].[OH:1][c:2]1[c:3]([Br:4])[cH:5][cH:6][cH:7][c:8]1[Br:9].[S:10](=[O:11])(=[O:12])([OH:13])[OH:14]>>[OH:1][c:2]1[c:3]([Br:4])[cH:5][c:6]([C:18]([CH3:17])=[O:19])[cH:7][c:8]1[Br:9]. Conditions: time 24 hour. Reported procedure: To a mixture of (S)-2-(t-butoxycarbonylamino)-3-methylbutanoic acid (28.6 g, 130 mmol) and NaHCO3 (44 g, 520 mmol) and Bu4NHSO4 (4.4 g, 13 mmol) in DCM (200 mL) and water (200 mL) was added chloromethyl sulfochloridate (26 g, 158 mmol) at 0° C. The mixture was stirred at room temperature for 24 hours, and then was extracted with DCM (3×150 mL). The combined organic layers were washed with water (2×300 mL), and the DCM layer was purified by flash column (PE:EtOAc=15:1) to yield the title compound... Product: ClCOC([C@H](C(C)C)NC(=O)OC(C)(C)C)=O ((S)-2-t-Butoxycarbonylamino-3-methylbutyric Acid Chloromethyl Ester). The reagents and catalysts are [N+](CCCC)(CCCC)(CCCC)CCCC.[O-]S(=O)(=O)O (Bu4NHSO4). The reactants are C(C)(C)(C)OC(=O)N[C@H](C(=O)O)C(C)C ((S)-2-(t-butoxycarbonylamino)-3-methylbutanoic acid), C(=O)(O)[O-].[Na+] (NaHCO3), C(Cl)Cl (DCM). The solvent is O (water). RXN SMILES: [C:1]([O:5][C:6]([NH:8][C@@H:9]([CH:13]([CH3:15])[CH3:14])[C:10]([OH:12])=[O:11])=[O:7])([CH3:4])([CH3:3])[CH3:2].C([O-])(O)=O.[Na+].[CH2:21](Cl)[Cl:22]>[N+](CCCC)(CCCC)(CCCC)CCCC.[O-]S(O)(=O)=O.O>[Cl:22][CH2:21][O:11][C:10](=[O:12])[C@@H:9]([NH:8][C:6]([O:5][C:1]([CH3:4])([CH3:3])[CH3:2])=[O:7])[CH:13]([CH3:15])[CH3:14] |f:1.2,4.5|.